Task: describe an organic reaction: reactants, conditions, products, and yield. Dataset: the Open Reaction Database (ORD), a public repository of structured organic reaction records Reactants: O1C(C1C)OC1=CC=C(C=C1)C1=NC2=C(C(N1C)=O)N=CC=C2 (2-[4-(1,2-epoxy-propoxy)-phenyl]-3-methyl-3,4-dihydro-pyrido[2,3-e]pyrimidin-4-one), COC1=CC=C(OCCN)C=C1 (2-(4-methoxy-phenoxy)ethylamine). The product is OC(COC1=CC=C(C=C1)C1=NC2=C(C(N1C)=O)N=CC=C2)CNCCOC2=CC=C(C=C2)OC (2-{4-[2-Hydroxy-3-(2-(4-methoxy-phenoxy)-ethylamino)-propoxy]-phenyl}-3-methyl-3,4-dihydro-pyrido[2,3-e]-pyrimidin-4-one). RXN SMILES: [O:1]1[CH:3]([CH3:4])[CH:2]1[O:5][C:6]1[CH:11]=[CH:10][C:9]([C:12]2[N:17]([CH3:18])[C:16](=[O:19])[C:15]3[N:20]=[CH:21][CH:22]=[CH:23][C:14]=3[N:13]=2)=[CH:8][CH:7]=1.[CH3:24][O:25][C:26]1[CH:35]=[CH:34][C:29]([O:30][CH2:31][CH2:32][NH2:33])=[CH:28][CH:27]=1>>[OH:1][CH:3]([CH2:4][NH:33][CH2:32][CH2:31][O:30][C:29]1[CH:34]=[CH:35][C:26]([O:25][CH3:24])=[CH:27][CH:28]=1)[CH2:2][O:5][C:6]1[CH:11]=[CH:10][C:9]([C:12]2[N:17]([CH3:18])[C:16](=[O:19])[C:15]3[N:20]=[CH:21][CH:22]=[CH:23][C:14]=3[N:13]=2)=[CH:8][CH:7]=1. Procedure details: This compound was prepared analogous to Example 24 from 2-[4-(1,2-epoxy-propoxy)-phenyl]-3-methyl-3,4-dihydro-pyrido[2,3-e]pyrimidin-4-one and 2-(4-methoxy-phenoxy)ethylamine. Reactants: Cl (hydrochloric acid), ClCC(=CCCC(=CCCC(=CC=C(C(C#N)O[Si](C)(C)C)C(C)C)C)C)C (15-chloro-3-(1-methylethyl)-6,10, 14-trimethyl-2-trimethylsiloxy-3,5,9,13-pentadecatetraenenitrile), solution. Run in O1CCCC1 (tetrahydrofuran). Reaction conditions: temperature 0 celsius, time 10 minute. Yields the product ClCC(=CCCC(=CCCC(=CC=C(C(C#N)O)C(C)C)C)C)C (15-chloro-2-hydroxy-3-(1-methylethyl)-6,10,14-trimethyl-3,5,9,13-pentadecatetraenenitrile). Yield: 77.6%. Reaction SMILES: [Cl:1][CH2:2][C:3]([CH3:28])=[CH:4][CH2:5][CH2:6][C:7]([CH3:27])=[CH:8][CH2:9][CH2:10][C:11]([CH3:26])=[CH:12][CH:13]=[C:14]([CH:23]([CH3:25])[CH3:24])[CH:15]([O:18][Si](C)(C)C)[C:16]#[N:17].Cl>O1CCCC1>[Cl:1][CH2:2][C:3]([CH3:28])=[CH:4][CH2:5][CH2:6][C:7]([CH3:27])=[CH:8][CH2:9][CH2:10][C:11]([CH3:26])=[CH:12][CH:13]=[C:14]([CH:23]([CH3:24])[CH3:25])[CH:15]([OH:18])[C:16]#[N:17]. Reported procedure: To a solution of 15-chloro-3-(1-methylethyl)-6,10, 14-trimethyl-2-trimethylsiloxy-3,5,9,13-pentadecatetraenenitrile (58 mg, 0.14 mmol) prepared in Reference Example 5 in tetrahydrofuran (2 ml) cooled at 0° C. is slowly added 1N hydrochloric acid (0.5 ml). After stirring at this temperature for 10 minutes, to the mixture is added a saturated saline solution (5 ml) and the mixture is extracted with ether (10 ml ×2). The organic layer is washed with a saturated saline solution (5 ml) and dried over... Reactants: COCOc1c(C(C)=O)ccc(F)c1C1CC1NC(=O)Nc1ccc(Cl)cn1, Cl, C1COCCO1, O. The product is CC(=O)c1ccc(F)c(C2CC2NC(=O)Nc2ccc(Cl)cn2)c1O. Reaction SMILES: [C:1]([CH3:2])(=[O:3])[c:4]1[cH:5][cH:6][c:7]([F:28])[c:8]([CH:14]2[CH:15]([NH:17][C:18](=[O:19])[NH:20][c:21]3[n:22][cH:23][c:24]([Cl:27])[cH:25][cH:26]3)[CH2:16]2)[c:9]1[O:10][CH2:11][O:12][CH3:13].[ClH:29].[O:31]1[CH2:32][CH2:33][O:34][CH2:35][CH2:36]1.[OH2:30]>>[C:1]([CH3:2])(=[O:3])[c:4]1[cH:5][cH:6][c:7]([F:28])[c:8]([CH:14]2[CH:15]([NH:17][C:18](=[O:19])[NH:20][c:21]3[n:22][cH:23][c:24]([Cl:27])[cH:25][cH:26]3)[CH2:16]2)[c:9]1[OH:10].